From a dataset of the Open Reaction Database (ORD), a public repository of structured organic reaction records. describe an organic reaction: reactants, conditions, products, and yield Starting materials: CC(C)OC(N[C@@H]1C[C@@H](N(C2=CC=C(C=C12)Br)C(C)=O)C)=O (1-methylethyl[(2S,4R)-1-acetyl-6-bromo-2-methyl-1,2,3,4-tetrahydro-4-quinolinyl]carbamate), CC1=C(C=CC=C1)B(O)O ((2-methylphenyl)boronic acid), C([O-])([O-])=O.[K+].[K+] (potassium carbonate). The reagents and catalysts are C=1C=CC(=CC1)[P](C=2C=CC=CC2)(C=3C=CC=CC3)[Pd]([P](C=4C=CC=CC4)(C=5C=CC=CC5)C=6C=CC=CC6)([P](C=7C=CC=CC7)(C=8C=CC=CC8)C=9C=CC=CC9)[P](C=1C=CC=CC1)(C=1C=CC=CC1)C=1C=CC=CC1 (tetrakis(triphenylphosphine)palladium(0)). The solvent is C(C)O (ethanol), C1(=CC=CC=C1)C (toluene). Conditions: temperature 100 celsius. Yields the product C(C)(=O)N1[C@H](C[C@H](C2=CC(=CC=C12)C1=C(C=CC=C1)C)NC(OC(C)C)=O)C (1-methylethyl [(2S,4R)-1-acetyl-2-methyl-6-(2-methylphenyl)-1,2,3,4-tetrahydro-4-quinolinyl]carbamate). Isolated yield 93.0%. RXN SMILES: [CH3:1][CH:2]([O:4][C:5](=[O:22])[NH:6][C@H:7]1[C:16]2[C:11](=[CH:12][CH:13]=[C:14](Br)[CH:15]=2)[N:10]([C:18](=[O:20])[CH3:19])[C@@H:9]([CH3:21])[CH2:8]1)[CH3:3].[CH3:23][C:24]1[CH:29]=[CH:28][CH:27]=[CH:26][C:25]=1B(O)O.C(=O)([O-])[O-].[K+].[K+]>C(O)C.C1(C)C=CC=CC=1.C1C=CC([P]([Pd]([P](C2C=CC=CC=2)(C2C=CC=CC=2)C2C=CC=CC=2)([P](C2C=CC=CC=2)(C2C=CC=CC=2)C2C=CC=CC=2)[P](C2C=CC=CC=2)(C2C=CC=CC=2)C2C=CC=CC=2)(C2C=CC=CC=2)C2C=CC=CC=2)=CC=1>[C:18]([N:10]1[C:11]2[C:16](=[CH:15][C:14]([C:25]3[CH:26]=[CH:27][CH:28]=[CH:29][C:24]=3[CH3:23])=[CH:13][CH:12]=2)[C@H:7]([NH:6][C:5](=[O:22])[O:4][CH:2]([CH3:3])[CH3:1])[CH2:8][C@@H:9]1[CH3:21])(=[O:20])[CH3:19] |f:2.3.4,^1:52,54,73,92|. Reported procedure: A mixture of 1-methylethyl[(2S,4R)-1-acetyl-6-bromo-2-methyl-1,2,3,4-tetrahydro-4-quinolinyl]carbamate (for a preparation see Example 4) (25 mg, 0.068 mmol), (2-methylphenyl)boronic acid (11.97 mg, 0.088 mmol), potassium carbonate (28.1 mg, 0.203 mmol) and tetrakis(triphenylphosphine)palladium(0) (3.91 mg, 3.39 μmol) in ethanol (1 mL) and toluene (1 mL) was degassed under house vacuum and quenched several times with nitrogen, and then was heated at 100° C. for 30 min before being cooled to room ... The reactants are C(=O)(O)[O-].[Na+] (NaHCO3), C(C)(=O)OCC (Ethyl acetate), C(C1=CC=CC=C1)OC(=O)Cl (Benzylchloroformate), C(O)CN (ethanolamine). The solvent is O (H2O), O (water). Run at temperature 10 celsius, time 30 minute. Product: C(C1=CC=CC=C1)OC(=O)NCCO (N-Benzyloxycarbonyl-2-aminoethanol). Isolated yield 76.0%. Reaction SMILES: [CH2:1]([O:8][C:9](Cl)=[O:10])[C:2]1[CH:7]=[CH:6][CH:5]=[CH:4][CH:3]=1.[CH2:12]([CH2:14][NH2:15])[OH:13].C([O-])(O)=O.[Na+].C(OCC)(=O)C>O>[CH2:1]([O:8][C:9]([NH:15][CH2:14][CH2:12][OH:13])=[O:10])[C:2]1[CH:7]=[CH:6][CH:5]=[CH:4][CH:3]=1 |f:2.3|. Reported procedure: Benzylchloroformate (44.95 kg, 263.5 mol, 1.0 eq.) was added over a 2 hour period at room temperature to a solution of ethanolamine (16.1 kg, 263.5 mol, 1.0 eq.) in water (34 gal, 128.7 L). After stirring for 30 minutes, this was added to a cold (5-10° C.) solution of NaHCO3 (33.2 kg, 395.25 mol, 1.5 eq) in H2O (330 L) over a 30 min period and then allowed to stir at room temperature overnight. Ethyl acetate (22 gal, 83.3 L) was added, the layers separated, and the aqueous layer extracted again ... Reactants: C(C1=CC=CC=C1)=CC(C)=O (benzalacetone), C1(=CC=C(C=C1)C=O)C (4-tolualdehyde), [OH-].[Na+] (NaOH). Run in C(C)O (ethanol), O (water). Product: C1(=CC=CC=C1)C=CC(C=CC1=CC=C(C=C1)C)=O (1-phenyl-5-(4-tolyl)-1,4-pentadiene-3-one). Isolated yield 72.5%. RXN SMILES: [CH:1](=[CH:8][C:9](=[O:11])[CH3:10])[C:2]1[CH:7]=[CH:6][CH:5]=[CH:4][CH:3]=1.[C:12]1([CH3:20])[CH:17]=[CH:16][C:15]([CH:18]=O)=[CH:14][CH:13]=1.[OH-].[Na+]>C(O)C.O>[C:2]1([CH:1]=[CH:8][C:9](=[O:11])[CH:10]=[CH:20][C:12]2[CH:17]=[CH:16][C:15]([CH3:18])=[CH:14][CH:13]=2)[CH:7]=[CH:6][CH:5]=[CH:4][CH:3]=1 |f:2.3|. Reported procedure: A mixture of 146.0 g (1.0 mole) of benzalacetone and 122.0 g (1.02 mole) 4-tolualdehyde (Compound II-A) was dissolved in 750 ml ethanol, and the solution was diluted with 200 ml water. With stirring, at room temperature, all at once, 100 ml of 10% NaOH solution were added. After 1.5 hours the thick, cream precipitate was filtered off, resuspended in 1 liter 20% ethanol in water, refiltered, sucked dry and recrystallized from ethanol/ethyl acetate to give 180 g of 1-phenyl-5-(4-tolyl)-1,4-pentadi... Starting materials: C(#N)C=1C(=NNC1N=CN(C)C)OCCO (N′-[4-cyano-3-(2-hydroxyethoxy)-1H-pyrazol-5-yl]-N,N-dimethylimidoformamide), ClC=1C=C(N)C=CC1OCC1=NC=CC=C1 (3-chloro-4-(pyridin-2-ylmethoxy)aniline). Yields the product ClC=1C=C(C=CC1OCC1=NC=CC=C1)NC1=C2C(=NC=N1)NN=C2OCCO (2-[(4-{[3-chloro-4-(pyridin-2-ylmethoxy)phenyl]amino}-1H-pyrazolo[3,4-d]pyrimidin-3-yl)oxy]ethanol), solid. The yield is 87.0%. Reaction SMILES: [C:1]([C:3]1[C:4]([O:13][CH2:14][CH2:15][OH:16])=[N:5][NH:6][C:7]=1[N:8]=[CH:9][N:10](C)C)#[N:2].[Cl:17][C:18]1[CH:19]=[C:20]([CH:22]=[CH:23][C:24]=1[O:25][CH2:26][C:27]1[CH:32]=[CH:31][CH:30]=[CH:29][N:28]=1)N>>[Cl:17][C:18]1[CH:19]=[C:20]([NH:2][C:1]2[N:10]=[CH:9][N:8]=[C:7]3[NH:6][N:5]=[C:4]([O:13][CH2:14][CH2:15][OH:16])[C:3]=23)[CH:22]=[CH:23][C:24]=1[O:25][CH2:26][C:27]1[CH:32]=[CH:31][CH:30]=[CH:29][N:28]=1. Reported procedure: The procedure described in Example 1 was repeated using N′-[4-cyano-3-(2-hydroxyethoxy)-1H-pyrazol-5-yl]-N,N-dimethylimidoformamide (1.50 g, 6.72 mmol) and 3-chloro-4-(pyridin-2-ylmethoxy)aniline (1.58 g, 6.72 mmol) to give the title compound as a while solid (2.40 g, 87%); NMR Spectrum: 3.80 (t, 2H), 4.32 (t, 2H), 5.30 (s, 2H), 7.26 (d, 1H), 7.36-7.38 (m, 1H), 7.55-7.59 (m, 2H), 7.86-7.90 (m, 2H), 8.28 (s, 1H), 8.48 (br s, 1H), 8.59 (d, 1H); Mass Spectrum: 413 (MH+).